Dataset: the Open Reaction Database (ORD), a public repository of structured organic reaction records. Task: describe an organic reaction: reactants, conditions, products, and yield The reactants are C=1SC=C2NC3=C(NC(C21)=O)C=CC=C3 (4,9-dihydro-10H-thieno[3,4-b][1,5]benzodiazepin-10-one), C(C)(=O)Cl (acetyl chloride). Solvent: C1=CC=CC=C1 (benzene). Conditions: time 8 hour. Yields the product C(C)(=O)N1C=2C(C(NC3=C1C=CC=C3)=O)=CSC2 (4-Acetyl-4,9-dihydro-10H-thieno[3,4-b][1,5]benzodiazepin-10-one). Reaction SMILES: [CH:1]1[S:2][CH:3]=[C:4]2[C:10]=1[C:9](=[O:11])[NH:8][C:7]1[CH:12]=[CH:13][CH:14]=[CH:15][C:6]=1[NH:5]2.[C:16](Cl)(=[O:18])[CH3:17]>C1C=CC=CC=1>[C:16]([N:5]1[C:6]2[CH:15]=[CH:14][CH:13]=[CH:12][C:7]=2[NH:8][C:9](=[O:11])[C:10]2=[CH:1][S:2][CH:3]=[C:4]12)(=[O:18])[CH3:17]. Reported procedure: A reaction mixture comprising 9.9 g. of 4,9-dihydro-10H-thieno[3,4-b][1,5]benzodiazepin-10-one and 4 g. (3.7 ml.) of acetyl chloride in 100 ml. of benzene is refluxed for 3 hours and then allowed to stand at room temperature overnight. The precipitate is collected, washed with benzene and dried. The solid is crystallized twice from hot methanol with cooling giving the desired product, mp. 228°-230° C.